Dataset: the Open Reaction Database (ORD), a public repository of structured organic reaction records. Task: describe an organic reaction: reactants, conditions, products, and yield Reactants: C(CCCCCCC)C1=C(C=CC=C1)C (Octyltoluene), ClS(=O)(=O)O (chlorosulfonic acid), ice. Run in C(C)OCC (diethyl ether). Run at time 0.5 hour. The product is C(CCCCCCC)C=1C(=C(C=CC1)S(=O)(=O)Cl)C (octylmethylbenzenesulfonyl chloride). RXN SMILES: [CH2:1]([C:9]1[CH:14]=[CH:13][CH:12]=[CH:11][C:10]=1[CH3:15])[CH2:2][CH2:3][CH2:4][CH2:5][CH2:6][CH2:7][CH3:8].[Cl:16][S:17](O)(=[O:19])=[O:18]>C(OCC)C>[CH2:1]([C:9]1[C:10]([CH3:15])=[C:11]([S:17]([Cl:16])(=[O:19])=[O:18])[CH:12]=[CH:13][CH:14]=1)[CH2:2][CH2:3][CH2:4][CH2:5][CH2:6][CH2:7][CH3:8]. Procedure details: Octyltoluene (50 g. - 0.245 mole) as prepared in Table 1 was added slowly at 5°-10° C. with stirring over 1/2 hour (some exotherm) to 81 g. (.69 mole) chlorosulfonic acid in a 250 ml. round bottom flask fitted with air stirrer, thermometer, addition funnel, reflux condenser, scrubber and ice bath. The reaction mixture was allowed to stir for 3 hours at 25°-30° C. and then stand overnight. It was poured onto 900 g. ice, 500 ml. diethyl ether was added and the mixture was stirred until the ice mel...